Dataset: the Open Reaction Database (ORD), a public repository of structured organic reaction records. Task: describe an organic reaction: reactants, conditions, products, and yield Starting materials: CC(C)(C)[SiH2]OC(C)(C)c1ccc(C(O)c2ccc(F)c(C#N)c2)cc1, C1=COCCC1, ClCCl, Cc1ccccc1S(=O)(=O)[O-], c1cc[nH+]cc1. Product: CC(C)(C)[SiH2]OC(C)(C)c1ccc(C(OC2CCCCO2)c2ccc(F)c(C#N)c2)cc1. RXN SMILES: [C:7]([CH3:8])([CH3:9])([CH3:10])[SiH2:11][O:12][C:13]([c:14]1[cH:15][cH:16][c:17]([CH:20]([c:21]2[cH:22][cH:23][c:24]([F:29])[c:25]([C:26]#[N:27])[cH:28]2)[OH:30])[cH:18][cH:19]1)([CH3:31])[CH3:32].[CH2:1]1[CH2:2][O:3][CH:4]=[CH:5][CH2:6]1.[Cl:50][CH2:51][Cl:52].[c:33]1([CH3:34])[c:35]([S:36]([O-:37])(=[O:38])=[O:39])[cH:40][cH:41][cH:42][cH:43]1.[nH+:44]1[cH:45][cH:46][cH:47][cH:48][cH:49]1>>[CH2:1]1[CH2:2][O:3][CH:4]([O:30][CH:20]([c:17]2[cH:16][cH:15][c:14]([C:13]([O:12][SiH2:11][C:7]([CH3:8])([CH3:9])[CH3:10])([CH3:31])[CH3:32])[cH:19][cH:18]2)[c:21]2[cH:22][cH:23][c:24]([F:29])[c:25]([C:26]#[N:27])[cH:28]2)[CH2:5][CH2:6]1. The reactants are O.O.[Sn](Cl)Cl (tin(II) chloride dihydrate), FC(F)(F)SC1=C(C=CC=C1)[N+](=O)[O-] (2-nitrophenyl trifluoromethyl sulfide). Run in C(C)O (ethanol), Cl (hydrochloric acid). Conditions: temperature 100 celsius, time 1.5 hour. The product is FC(F)(F)SC1=C(C=CC=C1)N (2-aminophenyl trifluoromethyl sulfide). Yield: 75.7%. As a reaction SMILES: O.O.[Sn](Cl)Cl.[F:6][C:7]([S:10][C:11]1[CH:16]=[CH:15][CH:14]=[CH:13][C:12]=1[N+:17]([O-])=O)([F:9])[F:8]>Cl.C(O)C>[F:6][C:7]([S:10][C:11]1[CH:16]=[CH:15][CH:14]=[CH:13][C:12]=1[NH2:17])([F:9])[F:8] |f:0.1.2|. Reported procedure: A solution of 25.53 g of tin(II) chloride dihydrate in 40 ml of concentrated hydrochloric acid was added dropwise to a stirred solution of 5.05 g of 2-nitrophenyl trifluoromethyl sulfide, obtained according to Example 1, in 30 ml of ethanol. After the addition had ended, the mixture was heated to 100° C. and stirred at this temperature for 1.5 hours. The mixture was cooled, ethanol was evaporated off under reduced pressure, and the residue was poured into a mixture of 150 g of ice and 150 ml of ...